This data is from the Open Reaction Database (ORD), a public repository of structured organic reaction records. The task is: describe an organic reaction: reactants, conditions, products, and yield Starting materials: C1(=C(C(=C(C(=C1F)F)F)N)F)N.Cl.Cl (dihydrochloride), C1(=C(C(=C(C(=C1F)F)F)N)F)N.Cl.Cl (dihydrochloride), C(C)OC1=CCN(CCC1)CCC (4-ethoxy-1,2,6,7-tetrahydro-1-propyl-5H-azepine), NCC(=O)C1=CC=CC=C1 (2amino-acetophenone), [ 4,3-b ]-isomer. Product: CC1=C2C(=NC=3C=CC=CC13)CCCN(C2)CCC (2,3,4,5-tetrahydro-11-methyl-2-propyl-1H-azepino[4,3-b]quinoline), dihydrochlorides. As a reaction SMILES: C(O[C:4]1[CH2:10][CH2:9][CH2:8][N:7]([CH2:11][CH2:12][CH3:13])[CH2:6][CH:5]=1)C.N[CH2:15][C:16]([C:18]1[CH:23]=[CH:22][CH:21]=[CH:20][CH:19]=1)=O.C1(N)C(F)=C(F)C(F)=C([NH2:33])C=1F.Cl.Cl>>[CH3:15][C:16]1[C:18]2[CH:23]=[CH:22][CH:21]=[CH:20][C:19]=2[N:33]=[C:4]2[CH2:10][CH2:9][CH2:8][N:7]([CH2:11][CH2:12][CH3:13])[CH2:6][C:5]=12 |f:2.3.4|. Procedure: 2,3,4,5-tetrahydro-11-methyl-2-propyl-1H-azepino[4,3-b]quinoline and their dihydrochlorides were prepared from 4-ethoxy-1,2,6,7-tetrahydro-1-propyl-5H-azepine and 2amino-acetophenone analogous to Example 217. Yield of the dihydrochloride of the [4,5-b]-isomer: 15% of theory; m.p. 245-246° C. Yield of the dihydrochloride of the [4,3-b]-isomer: 10% of theory; m.p. 282° C. Starting materials: CC(C)CI, [K+], [K+], O=C([O-])[O-], CN(C)C=O, COc1cccc(C=O)c1O. Product: COc1cccc(C=O)c1OCC(C)C. As a reaction SMILES: [I:18][CH2:19][CH:20]([CH3:21])[CH3:22].[K+:12].[K+:13].[O-:14][C:15]([O-:16])=[O:17].[O:23]=[CH:24][N:25]([CH3:26])[CH3:27].[OH:1][c:2]1[c:3]([CH:4]=[O:5])[cH:6][cH:7][cH:8][c:9]1[O:10][CH3:11]>>[O:1]([c:2]1[c:3]([CH:4]=[O:5])[cH:6][cH:7][cH:8][c:9]1[O:10][CH3:11])[CH2:19][CH:20]([CH3:21])[CH3:22]. The reactants are O=C([O-])O, CCOP(=O)(Cc1ccc(C(=O)Cl)cc1)OCC, ClCCl, Nc1nc2ccccc2s1, [Na+], c1ccncc1. Yields the product CCOP(=O)(Cc1ccc(C(=O)Nc2nc3ccccc3s2)cc1)OCC. Reaction SMILES: [C:38](=[O:39])([O-:40])[OH:41].[CH2:17]([CH3:18])[O:19][P:20](=[O:21])([O:22][CH2:23][CH3:24])[CH2:25][c:26]1[cH:27][cH:28][c:29]([C:30](=[O:31])[Cl:32])[cH:33][cH:34]1.[Cl:35][CH2:36][Cl:37].[NH2:1][c:2]1[s:3][c:4]2[c:5]([n:6]1)[cH:7][cH:8][cH:9][cH:10]2.[Na+:42].[cH:11]1[cH:12][cH:13][n:14][cH:15][cH:16]1>>[NH:1]([c:2]1[s:3][c:4]2[c:5]([n:6]1)[cH:7][cH:8][cH:9][cH:10]2)[C:30]([c:29]1[cH:28][cH:27][c:26]([CH2:25][P:20]([O:19][CH2:17][CH3:18])(=[O:21])[O:22][CH2:23][CH3:24])[cH:34][cH:33]1)=[O:31]. Reactants: CC(C#N)(O)C (acetone cyanohydrin), C1CCC(CC1)N=C=NC2CCCCC2 (DCC), Cl.C(C)N1N=CC=C1O (1-ethyl-5-hydroxypyrazole hydrochloride), C(C)(=O)OCC (ethyl acetate), ClC1=C(C(=O)O)C=CC(=C1C(OC)OC)S(=O)(=O)C (2-chloro-4-methanesulfonyl-3-dimethoxymethylbenzoic acid). Solvent: C(C)N(CC)CC (triethylamine), C(Cl)(Cl)Cl (chloroform). The product is C(C)N1N=CC(=C1O)C(C1=C(C(=C(C=C1)S(=O)(=O)C)C(OC)OC)Cl)=O (1-ethyl-5-hydroxy-4-(2-chloro-4-methanesulfonyl-3-dimethoxymethylbenzoyl)pyrazole). RXN SMILES: C(OCC)(=O)C.C1CCC(N=C=NC2CCCCC2)CC1.Cl.[CH2:23]([N:25]1[C:29]([OH:30])=[CH:28][CH:27]=[N:26]1)[CH3:24].CC(C)(O)C#N.[Cl:37][C:38]1[C:46]([CH:47]([O:50][CH3:51])[O:48][CH3:49])=[C:45]([S:52]([CH3:55])(=[O:54])=[O:53])[CH:44]=[CH:43][C:39]=1[C:40](O)=[O:41]>C(Cl)(Cl)Cl.C(N(CC)CC)C>[CH2:23]([N:25]1[C:29]([OH:30])=[C:28]([C:40](=[O:41])[C:39]2[CH:43]=[CH:44][C:45]([S:52]([CH3:55])(=[O:54])=[O:53])=[C:46]([CH:47]([O:50][CH3:51])[O:48][CH3:49])[C:38]=2[Cl:37])[CH:27]=[N:26]1)[CH3:24] |f:2.3|. Procedure details: To ethyl acetate in a volume of 50 ml, was dissolved 2-chloro-4-methanesulfonyl-3-dimethoxymethylbenzoic acid in an amount of 3.0 g (9.7 mmol), and to the resulting solution, were added DCC in an amount of 2.2 g (10.7 mmol) and 1-ethyl-5-hydroxypyrazole hydrochloride in an amount of 1.4 g (9.7 mmol) while cooling with ice and the mixture was subsequently stirred for a night at an ambient temperature. Insoluble product precipitated was filtrated, and the filtrate was condensed under reduce pressu... The reactants are [BH4-].[Na+] (Sodium borohydride), C(C)(=O)N1CCC2=CC(=CC=C12)C(CCN(C)C)=O (1-(1-acetyl-2,3-dihydro-1H-indol-5-yl)-3-(dimethylamino)-1-propanone), O (water). Run in CO (methanol). Conditions: temperature 2.5 celsius, time 30 minute. The product is C(C)(=O)N1CCC2=CC(=CC=C12)C(CCN(C)C)O (3-[1-acetyl-2,3-dihydro-1H-indol-5-yl]-3-hydroxy-N,N-dimethyl-1-propanamine). Yield: 76.2%. As a reaction SMILES: [BH4-].[Na+].[C:3]([N:6]1[C:14]2[C:9](=[CH:10][C:11]([C:15](=[O:21])[CH2:16][CH2:17][N:18]([CH3:20])[CH3:19])=[CH:12][CH:13]=2)[CH2:8][CH2:7]1)(=[O:5])[CH3:4].O>CO>[C:3]([N:6]1[C:14]2[C:9](=[CH:10][C:11]([CH:15]([OH:21])[CH2:16][CH2:17][N:18]([CH3:19])[CH3:20])=[CH:12][CH:13]=2)[CH2:8][CH2:7]1)(=[O:5])[CH3:4] |f:0.1|. Procedure: Sodium borohydride (0.75 g) was added to a solution of 1-(1-acetyl-2,3-dihydro-1H-indol-5-yl)-3-(dimethylamino)-1-propanone (4.3 g) obtained in Reference Example 12 in methanol (40 ml) under cooling with ice-bath, and the mixture was stirred at 0 to 5° C. for 30 minutes. After iced water was added to the reaction solution, the solvent was distilled away under reduced pressure, and the residues were extracted with ethyl acetate. The extract was washed with a saturated saline solution and dried ov... The reactants are C(C(=O)Cl)(=O)Cl (Oxalyl chloride), C(C\C=C/CC)O ((Z)-3-hexenol), OS(=O)(=O)O (H2SO4). Run in N1=CC=CC=C1 (pyridine). The product is C(C\C=C/CC)OC(C(=O)OCC\C=C/CC)=O (bis[(Z)-3-hexenyl]oxalate). As a reaction SMILES: [C:1](Cl)(=[O:5])[C:2](Cl)=[O:3].[CH2:7]([OH:13])[CH2:8]/[CH:9]=[CH:10]\[CH2:11][CH3:12].OS(O)(=O)=O>N1C=CC=CC=1>[CH2:7]([O:13][C:1](=[O:5])[C:2]([O:13][CH2:7][CH2:8]/[CH:9]=[CH:10]\[CH2:11][CH3:12])=[O:3])[CH2:8]/[CH:9]=[CH:10]\[CH2:11][CH3:12]. Reported procedure: Oxalyl chloride (12.7 g, 100.0 mmol) was added dropwise during 20 min to a stirred solution of (Z)-3-hexenol (20.0 g, 200.0 mmol) in pyridine (240 mL) at 0° C. The reaction mixture was allowed to warm up to room temperature during the week-end, then added to H2SO4 (50%, containing ice, 400 mL), extracted with ether (400 mL and 200 mL), treated again with H2SO4 (50%, containing ice, 400 mL), washed with a saturated solution of NaCl (200 mL) and a saturated solution of NaHCO3 (200 mL, 2×). The org...